From a dataset of the Open Reaction Database (ORD), a public repository of structured organic reaction records. describe an organic reaction: reactants, conditions, products, and yield The reactants are COC(=O)C1(CCN(CC1)OC)N(C(CC1=C(C=C(C=C1C)C)C)=O)OC1CCCCC1 (4-{cyclohexyloxy-[2-(2,4,6-trimethyl-phenyl)-acetyl]-amino}-1-methoxy-piperidine-4-carboxylic acid methyl ester), C[O-].[Na+] (sodium methoxide), [Cl-].[NH4+] (ammonium chloride). Run in CN(C=O)C (dimethylformamide). Reaction conditions: time 8 hour. The product is C1(CCCCC1)ON1C(C(=C(C12CCN(CC2)OC)O)C2=C(C=C(C=C2C)C)C)=O (1-cyclohexyloxy-4-hydroxy-8-methoxy-3-(2,4,6-trimethyl-phenyl)-1,8-diaza-spiro[4.5]dec-3-en-2-one). As a reaction SMILES: C[O:2][C:3]([C:5]1([N:13]([O:26][CH:27]2[CH2:32][CH2:31][CH2:30][CH2:29][CH2:28]2)[C:14](=[O:25])[CH2:15][C:16]2[C:21]([CH3:22])=[CH:20][C:19]([CH3:23])=[CH:18][C:17]=2[CH3:24])[CH2:10][CH2:9][N:8]([O:11][CH3:12])[CH2:7][CH2:6]1)=O.C[O-].[Na+].[Cl-].[NH4+]>CN(C)C=O>[CH:27]1([O:26][N:13]2[C:5]3([CH2:10][CH2:9][N:8]([O:11][CH3:12])[CH2:7][CH2:6]3)[C:3]([OH:2])=[C:15]([C:16]3[C:17]([CH3:24])=[CH:18][C:19]([CH3:23])=[CH:20][C:21]=3[CH3:22])[C:14]2=[O:25])[CH2:32][CH2:31][CH2:30][CH2:29][CH2:28]1 |f:1.2,3.4|. Procedure details: To a solution of 4-{cyclohexyloxy-[2-(2,4,6-trimethyl-phenyl)-acetyl]-amino}-1-methoxy-piperidine-4-carboxylic acid methyl ester (600 mg, 1.34 mmol) in dimethylformamide (10 ml) at 0° C. was added sodium methoxide (217 mg, 4.02 mmol) in one portion and the mixture was stirred at room temperature overnight. The reaction mixture was poured on cold saturated aqueous ammonium chloride and thoroughly extracted with ethyl acetate (4×25 ml). The combined organic layers were washed with water and brine,... Reaction SMILES: [NH2:1][C:2]1[N:3]=[N:4][C:5]([CH3:16])=[CH:6][C:7]=1[O:8][CH2:9][C:10]1[CH:15]=[CH:14][CH:13]=[CH:12][CH:11]=1.Br[CH:18]([C:20](=O)[CH3:21])[CH3:19]>CO>[CH3:16][C:5]1[CH:6]=[C:7]([O:8][CH2:9][C:10]2[CH:11]=[CH:12][CH:13]=[CH:14][CH:15]=2)[C:2]2[N:3]([C:18]([CH3:19])=[C:20]([CH3:21])[N:1]=2)[N:4]=1. Procedure details: A mixture of (0.01 mole) 3-amino-6-methyl-4-phenylmethoxypyridazine, [prepared following the methodology of Becket, et al. J. Pract. Chem., 311, 285(1969) and references cited therein], and (0.012 mole) 2-bromo-3-butanone in methanol is heated for 24 hours in a bath maintained at 100°. The mixture is cooled to room temperature and partitioned between aqueous sodium bicarbonate and methylene chloride. The layers are separated and the aqueous phase extracted with methylene chloride. The organic ex... Starting materials: NC=1N=NC(=CC1OCC1=CC=CC=C1)C (3-amino-6-methyl-4-phenylmethoxypyridazine), BrC(C)C(C)=O (2-bromo-3-butanone). Run in CO (methanol). Yields the product CC=1C=C(C=2N(N1)C(=C(N2)C)C)OCC2=CC=CC=C2 (6-methyl-8-phenylmethoxy-2,3-dimethylimidazo[1,2-b]pyridazine). Reactants: O=c1c(Cl)c(Cl)cnn1-c1ccccc1, N. Yields the product Nc1cnn(-c2ccccc2)c(=O)c1Cl. Reaction SMILES: [Cl:2][c:3]1[cH:4][n:5][n:6](-[c:11]2[cH:12][cH:13][cH:14][cH:15][cH:16]2)[c:7](=[O:10])[c:8]1[Cl:9].[NH3:1]>>[NH2:1][c:3]1[cH:4][n:5][n:6](-[c:11]2[cH:12][cH:13][cH:14][cH:15][cH:16]2)[c:7](=[O:10])[c:8]1[Cl:9]. The reactants are C(C(C)C)N (Isobutylamine), C(C)(=O)O (acetic acid), CC1=CC=C(C=C1)N1C(NC(NC1=O)SC)=O (3-(4-Methylphenyl)-6-methylthiotetrahydro-1,3,5-triazine-2,4-dione). The solvent is O (Water). Run at time 5 hour. Product: CC1=CC=C(C=C1)N1C(NC(NC1=O)NCC(C)C)=O (3-(4-methylphenyl)-6-isobutylaminotetrahydro-1,3,5-triazine-2,4-dione). The yield is 89.5%. Reaction SMILES: [CH2:1]([NH2:5])[CH:2]([CH3:4])[CH3:3].C(O)(=O)C.[CH3:10][C:11]1[CH:16]=[CH:15][C:14]([N:17]2[C:22](=[O:23])[NH:21][CH:20](SC)[NH:19][C:18]2=[O:26])=[CH:13][CH:12]=1>O>[CH3:10][C:11]1[CH:12]=[CH:13][C:14]([N:17]2[C:18](=[O:26])[NH:19][CH:20]([NH:5][CH2:1][CH:2]([CH3:4])[CH3:3])[NH:21][C:22]2=[O:23])=[CH:15][CH:16]=1. Procedure: Isobutylamine (1.60 g.) was added to acetic acid (1.20 g.) at 20°-25° C. during 15 minutes. 3-(4-Methylphenyl)-6-methylthiotetrahydro-1,3,5-triazine-2,4-dione (4.98 g.) was then added, and the whole mixture stirred at 120°-125° C. for 5 hours and then cooled. Water (50 ml.) was added and the mixture stirred thoroughly. The solid produced was collected by filtration, washed with water and dried to give 3-(4-methylphenyl)-6-isobutylaminotetrahydro-1,3,5-triazine-2,4-dione (4.90 g., 89%), m.p. 297°... Reactants: C(C)(C)(C)C1=C(C=CC(=C1O[SiH](C)C)[N+](=O)[O-])N=C=O (2-tertbutyldimethylsilyloxy 4-nitrophenyl isocyanate), N(C1=CC=CC=C1)C1=C(N)C=CC=C1 (2-anilino aniline), C1CCOC1 (THF). Yields the product OC1=C(C=CC(=C1)[N+](=O)[O-])NC(=O)NC1=C(C=CC=C1)NC1=CC=CC=C1 (N(2-hydroxy 4-nitrophenyl) N′-(2-phenylaminophenyl)urea). Reaction SMILES: C([C:5]1[C:10](O[SiH](C)C)=[C:9]([N+:15]([O-:17])=[O:16])[CH:8]=[CH:7][C:6]=1[N:18]=[C:19]=[O:20])(C)(C)C.[NH:21]([C:28]1[CH:34]=[CH:33][CH:32]=[CH:31][C:29]=1[NH2:30])[C:22]1[CH:27]=[CH:26][CH:25]=[CH:24][CH:23]=1.C1C[O:38]CC1>>[OH:38][C:5]1[CH:10]=[C:9]([N+:15]([O-:17])=[O:16])[CH:8]=[CH:7][C:6]=1[NH:18][C:19]([NH:30][C:29]1[CH:31]=[CH:32][CH:33]=[CH:34][C:28]=1[NH:21][C:22]1[CH:23]=[CH:24][CH:25]=[CH:26][CH:27]=1)=[O:20]. Procedure details: The urea was synthesized by the treatment of 2-tertbutyldimethylsilyloxy 4-nitrophenyl isocyanate(example 9a, 0.419 g, 1.5 equiv.) with 2-anilino aniline(0.184 g, 1 equiv.) in THF overnight at 40° C. The desired product precipitated out of the reaction mixture(30 mg, 8%). EI-MS m/z 365(M+H)+. The reactants are CC=1NC2=CC=CC=C2C1CC(=O)O (2-(2-Methyl-1H-indol-3-yl)acetic acid), Cl (hydrochloric acid), CO (methanol). Product: CC=1NC2=CC=CC=C2C1CC(=O)OC (methyl 2-(2-methyl-1H-indol-3-yl)acetate). Yield: 90.7%. Reaction SMILES: [CH3:1][C:2]1[NH:3][C:4]2[C:9]([C:10]=1[CH2:11][C:12]([OH:14])=[O:13])=[CH:8][CH:7]=[CH:6][CH:5]=2.Cl.[CH3:16]O>>[CH3:1][C:2]1[NH:3][C:4]2[C:9]([C:10]=1[CH2:11][C:12]([O:14][CH3:16])=[O:13])=[CH:8][CH:7]=[CH:6][CH:5]=2. Procedure details: 2-(2-Methyl-1H-indol-3-yl)acetic acid (11.7 g, 61.84 mmol) was weighed and added into 100 mL methanol. Concentrated hydrochloric acid 0.7 mL was added dropwise. It was reacted at 70° C. for 4 hours, cooled, rotate evaporated to dryness, extracted with ethyl acetate, washed twice with NaHCO3 aqueous solution. The organic phase was dried and rotate evaporated to dryness to obtain a red brown solid 11.4 g, at a yield of 90.7%. Reactants: [Li]CCCC, C1CCOC1, CCCCCC, Cn1cnc2cc(CN3CCCC3)ccc21, O=C1CCC(=O)N1I. Yields the product Cn1c(I)nc2cc(CN3CCCC3)ccc21. Reaction SMILES: [CH2:1]([Li:2])[CH2:3][CH2:4][CH3:5].[CH2:36]1[O:37][CH2:38][CH2:39][CH2:40]1.[CH3:30][CH2:31][CH2:32][CH2:33][CH2:34][CH3:35].[CH3:6][n:7]1[cH:8][n:9][c:10]2[c:11]1[cH:12][cH:13][c:14]([CH2:16][N:17]1[CH2:18][CH2:19][CH2:20][CH2:21]1)[cH:15]2.[I:22][N:23]1[C:24](=[O:25])[CH2:26][CH2:27][C:28]1=[O:29]>>[CH3:6][n:7]1[c:8]([I:22])[n:9][c:10]2[c:11]1[cH:12][cH:13][c:14]([CH2:16][N:17]1[CH2:18][CH2:19][CH2:20][CH2:21]1)[cH:15]2. Starting materials: C(C)OC(CC=1C=C(C(=CC1)OC)C1=C(C=CC(=C1)C(F)(F)F)CNCC)=O ((2′-ethylaminomethyl-6-methoxy-5′-trifluoromethyl-biphenyl-3-yl)-acetic acid ethyl ester), C1(CC1)C(=O)Cl (cyclopropanecarbonyl chloride). Product: C(C)OC(CC=1C=C(C(=CC1)OC)C1=C(C=CC(=C1)C(F)(F)F)CN(CC)C(=O)C1CC1)=O ({2′-[(Cyclopropanecarbonyl-ethyl-amino)-methyl]-6-methoxy-5′-trifluoromethyl-biphenyl-3-yl}-acetic acid ethyl ester). As a reaction SMILES: [CH2:1]([O:3][C:4](=[O:28])[CH2:5][C:6]1[CH:7]=[C:8]([C:14]2[CH:19]=[C:18]([C:20]([F:23])([F:22])[F:21])[CH:17]=[CH:16][C:15]=2[CH2:24][NH:25][CH2:26][CH3:27])[C:9]([O:12][CH3:13])=[CH:10][CH:11]=1)[CH3:2].[CH:29]1([C:32](Cl)=[O:33])[CH2:31][CH2:30]1>>[CH2:1]([O:3][C:4](=[O:28])[CH2:5][C:6]1[CH:7]=[C:8]([C:14]2[CH:19]=[C:18]([C:20]([F:23])([F:21])[F:22])[CH:17]=[CH:16][C:15]=2[CH2:24][N:25]([C:32]([CH:29]2[CH2:31][CH2:30]2)=[O:33])[CH2:26][CH3:27])[C:9]([O:12][CH3:13])=[CH:10][CH:11]=1)[CH3:2]. Reported procedure: Prepared according to the procedure described in Example 1, Step 6, using the following starting materials: (2′-ethylaminomethyl-6-methoxy-5′-trifluoromethyl-biphenyl-3-yl)-acetic acid ethyl ester and cyclopropanecarbonyl chloride. The reactants are FC=1C=NC=CC1C=1OC2=C(N1)C=C(C=C2)C(F)(F)F (2-(3-fluoropyridin-4-yl)-5-(trifluoromethyl)benzoxazole), FC(C=1N=CNC1)(F)F (4-(trifluoromethyl)-1H-imidazole), C([O-])([O-])=O.[K+].[K+] (potassium carbonate), CN(C)C=O (DMF). The solvent is O (Water). Conditions: temperature 50 celsius. The product is FC(C=1N=CN(C1)C=1C=NC=CC1C=1OC2=C(N1)C=C(C=C2)C(F)(F)F)(F)F (2-{3-[4-(trifluoromethyl)imidazole-1-yl]pyridin-4-yl}-5-(trifluoromethyl)benzoxazole). Yield: 101.2%. RXN SMILES: F[C:2]1[CH:3]=[N:4][CH:5]=[CH:6][C:7]=1[C:8]1[O:9][C:10]2[CH:16]=[CH:15][C:14]([C:17]([F:20])([F:19])[F:18])=[CH:13][C:11]=2[N:12]=1.[F:21][C:22]([F:29])([F:28])[C:23]1[N:24]=[CH:25][NH:26][CH:27]=1.C(=O)([O-])[O-].[K+].[K+].CN(C=O)C>O>[F:21][C:22]([F:29])([F:28])[C:23]1[N:24]=[CH:25][N:26]([C:2]2[CH:3]=[N:4][CH:5]=[CH:6][C:7]=2[C:8]2[O:9][C:10]3[CH:16]=[CH:15][C:14]([C:17]([F:20])([F:19])[F:18])=[CH:13][C:11]=3[N:12]=2)[CH:27]=1 |f:2.3.4|. Procedure details: A mixture of 0.28 g of 2-(3-fluoropyridin-4-yl)-5-(trifluoromethyl)benzoxazole, 0.18 g of 4-(trifluoromethyl)-1H-imidazole, 0.55 g of potassium carbonate and 2 ml of DMF was stirred while heating at 50° C. for 1.5 hours. Then, the reaction mixture was cooled to room temperature. Water was added to the reaction mixture, followed by extraction with ethyl acetate twice. The combined organic layers were washed with a saturated sodium chloride solution, dried over anhydrous magnesium sulfate, and con...